From a dataset of the Open Reaction Database (ORD), a public repository of structured organic reaction records. describe an organic reaction: reactants, conditions, products, and yield Reactants: O=[N+]([O-])c1ccc(Br)nc1, CCOC(=O)C[Si](C)(C)C, C1CCOC1, CCCC[N+](CCCC)(CCCC)CCCC, CC#N, CCOC(C)=O, [Cl-], [F-], [NH4+]. Yields the product CCOC(=O)Cc1cc(Br)ncc1[N+](=O)[O-]. RXN SMILES: [Br:1][c:2]1[n:3][cH:4][c:5]([N+:8](=[O:9])[O-:10])[cH:6][cH:7]1.[CH2:11]([CH3:12])[O:13][C:14]([CH2:15][Si:16]([CH3:17])([CH3:18])[CH3:19])=[O:20].[CH2:41]1[O:42][CH2:43][CH2:44][CH2:45]1.[CH3:22][CH2:23][CH2:24][CH2:25][N+:26]([CH2:27][CH2:28][CH2:29][CH3:30])([CH2:31][CH2:32][CH2:33][CH3:34])[CH2:35][CH2:36][CH2:37][CH3:38].[CH3:46][C:47]#[N:48].[CH3:49][CH2:50][O:51][C:52]([CH3:53])=[O:54].[Cl-:39].[F-:21].[NH4+:40]>>[Br:1][c:2]1[n:3][cH:4][c:5]([N+:8](=[O:9])[O-:10])[c:6]([CH2:15][C:14]([O:13][CH2:11][CH3:12])=[O:20])[cH:7]1.